Dataset: the Open Reaction Database (ORD), a public repository of structured organic reaction records. Task: describe an organic reaction: reactants, conditions, products, and yield The reactants are C(C)(C)(C)OC(=O)N1C[C@H]([C@@H](C1)CN(C(C1=CC(=C(C=C1)OC)OCCCOC)=O)C(C)C)C(O[SiH2]C(C)(C)C)(C)C ((3S,4R)-3-(tert-butyl-dimethyl-silanyloxymethyl)-4-({isopropyl-[4-methoxy-3-(3-methoxy-propoxy)-benzoyl]-amino}-methyl)-pyrrolidine-1-carboxylic acid tert-butyl ester), O.[F-].C(C)[N+](CC)(CC)CC (tetraethylammonium fluoride hydrate), CC#N (MeCN), O (Water), CCOC(=O)C (AcOEt). The product is C(C)(C)(C)OC(=O)N1C[C@H]([C@@H](C1)CN(C(=O)C1=CC=C2C(=CN(C2=C1)CCCOC)C)C(C)C)CO ((3S,4R)-3-Hydroxymethyl-4-({isopropyl-[1-(3-methoxy-propyl)-3-methyl-1H-indole-6-carbonyl]-amino}-methyl)-pyrrolidine-1-carboxylic acid tert-butyl ester). RXN SMILES: [C:1]([O:5][C:6]([N:8]1[CH2:12][C@@H:11]([CH2:13][N:14]([CH:31]([CH3:33])[CH3:32])[C:15](=[O:30])[C:16]2[CH:21]=[CH:20][C:19](OC)=[C:18](OCCCOC)[CH:17]=2)[C@H:10]([C:34](C)(C)[O:35][SiH2]C(C)(C)C)[CH2:9]1)=[O:7])([CH3:4])([CH3:3])[CH3:2].O.[F-].C([N+:47]([CH2:52][CH3:53])([CH2:50][CH3:51])CC)C.O.C[CH2:56][O:57][C:58](C)=O.[CH3:61]C#N>>[C:1]([O:5][C:6]([N:8]1[CH2:12][C@@H:11]([CH2:13][N:14]([CH:31]([CH3:33])[CH3:32])[C:15]([C:16]2[CH:17]=[C:18]3[C:19]([C:53]([CH3:61])=[CH:52][N:47]3[CH2:50][CH2:51][CH2:56][O:57][CH3:58])=[CH:20][CH:21]=2)=[O:30])[C@H:10]([CH2:34][OH:35])[CH2:9]1)=[O:7])([CH3:2])([CH3:3])[CH3:4] |f:1.2.3|. Reported procedure: To a solution of (3S,4R)-3-(tert-butyl-dimethyl-silanyloxymethyl)-4-({isopropyl-[4-methoxy-3-(3-methoxy-propoxy)-benzoyl]-amino}-methyl)-pyrrolidine-1-carboxylic acid tert-butyl ester (13.8 g, 22 mmol) in MeCN (350 mL) is added tetraethylammonium fluoride hydrate (6.6 g, 44 mmol) under a nitrogen atmosphere. The reaction mixture is refluxed for 3 h. Water and AcOEt are added, the layers are separated and the aqueous one extracted twice with AcOEt. The combined organic extracts are dried (Na2SO4)... Reactants: ClCCl, CCCC(Oc1cc(C)c(-n2cc(C(F)(F)F)cn2)c(OC)c1)c1ccc(C(=O)NCCC(=O)OCC)cc1, CO, [Na+], C1CCOC1, [OH-]. Product: CCCC(Oc1cc(C)c(-n2cc(C(F)(F)F)cn2)c(OC)c1)c1ccc(C(=O)NCCC(=O)O)cc1. RXN SMILES: [CH2:49]([Cl:50])[Cl:51].[CH3:1][O:2][c:3]1[cH:4][c:5]([O:6][CH:7]([CH2:8][CH2:9][CH3:10])[c:11]2[cH:12][cH:13][c:14]([C:15](=[O:16])[NH:17][CH2:18][CH2:19][C:20](=[O:21])[O:22][CH2:23][CH3:24])[cH:25][cH:26]2)[cH:27][c:28]([CH3:39])[c:29]1-[n:30]1[n:31][cH:32][c:33]([C:35]([F:36])([F:37])[F:38])[cH:34]1.[CH3:45][OH:46].[Na+:48].[O:40]1[CH2:41][CH2:42][CH2:43][CH2:44]1.[OH-:47]>>[CH3:1][O:2][c:3]1[cH:4][c:5]([O:6][CH:7]([CH2:8][CH2:9][CH3:10])[c:11]2[cH:12][cH:13][c:14]([C:15](=[O:16])[NH:17][CH2:18][CH2:19][C:20](=[O:21])[OH:22])[cH:25][cH:26]2)[cH:27][c:28]([CH3:39])[c:29]1-[n:30]1[n:31][cH:32][c:33]([C:35]([F:36])([F:37])[F:38])[cH:34]1. Reactants: C1(=CC=CC=C1)P(C1=CC=CC=C1)C1=CC=CC=C1 (triphenylphosphine), N(=[N+]=[N-])C(CC(CC(C(=O)OCC)(C(=O)OCC)NC=O)=C)C(=O)OCC (Triethyl 5-azido-1-(formylamino)-3-methylen-1,1,5-pentanetricarboxylate), O (water). Run in O1CCCC1 (tetrahydrofuran). Run at time 5 hour. Yields the product NC(CC(CC(C(=O)OCC)(C(=O)OCC)NC=O)=C)C(=O)OCC (Triethyl 5-amino-1-(formylamino)-3-methylene-1,1,5-pentanetricarboxylate). Isolated yield 82.5%. RXN SMILES: C1(P(C2C=CC=CC=2)C2C=CC=CC=2)C=CC=CC=1.[N:20]([CH:23]([C:42]([O:44][CH2:45][CH3:46])=[O:43])[CH2:24][C:25](=[CH2:41])[CH2:26][C:27]([NH:38][CH:39]=[O:40])([C:33]([O:35][CH2:36][CH3:37])=[O:34])[C:28]([O:30][CH2:31][CH3:32])=[O:29])=[N+]=[N-].O>O1CCCC1>[NH2:20][CH:23]([C:42]([O:44][CH2:45][CH3:46])=[O:43])[CH2:24][C:25](=[CH2:41])[CH2:26][C:27]([NH:38][CH:39]=[O:40])([C:33]([O:35][CH2:36][CH3:37])=[O:34])[C:28]([O:30][CH2:31][CH3:32])=[O:29]. Reported procedure: 10.9 g of triphenylphosphine were added to a solution of 13 g of the product of Step 3 in 250 ml of tetrahydrofuran at approximately -5° C. and the mixture was stirred for 5 hours at room temperature. 8.5 ml of water were added and the mixture was stirred for 24 hours at room temperature. The tetrahydrofuran was evaporated off and the residue was taken up in methylene chloride. The mixture was poured into ice-cold 2N hydrochloric acid, followed by extraction with 2N hydrochloric acid, neutraliza... Reactants: O=Cc1ccc(-c2ccc(Cc3ccccc3)cc2)o1, CCO, CO, [Cl-], ClCCl, [NH4+], O=C(O)C1CCCC(N2C(=O)CSC2=S)C1. Yields the product O=C(O)C1CCCC(N2C(=O)C(=Cc3ccc(-c4ccc(Cc5ccccc5)cc4)o3)SC2=S)C1. Reaction SMILES: [CH2:17]([c:18]1[cH:19][cH:20][cH:21][cH:22][cH:23]1)[c:24]1[cH:25][cH:26][c:27](-[c:30]2[cH:31][cH:32][c:33]([CH:35]=[O:36])[o:34]2)[cH:28][cH:29]1.[CH3:37][CH2:38][OH:39].[CH3:40][OH:41].[Cl-:45].[Cl:42][CH2:43][Cl:44].[NH4+:46].[O:1]=[C:2]1[N:3]([CH:8]2[CH2:9][CH:10]([C:14](=[O:15])[OH:16])[CH2:11][CH2:12][CH2:13]2)[C:4](=[S:7])[S:5][CH2:6]1>>[O:1]=[C:2]1[N:3]([CH:8]2[CH2:9][CH:10]([C:14](=[O:15])[OH:16])[CH2:11][CH2:12][CH2:13]2)[C:4](=[S:7])[S:5][C:6]1=[CH:35][c:33]1[cH:32][cH:31][c:30](-[c:27]2[cH:26][cH:25][c:24]([CH2:17][c:18]3[cH:19][cH:20][cH:21][cH:22][cH:23]3)[cH:29][cH:28]2)[o:34]1.